Dataset: the Open Reaction Database (ORD), a public repository of structured organic reaction records. Task: describe an organic reaction: reactants, conditions, products, and yield Starting materials: CCCCCCN(N)C(=O)Nc1nnc(S(C)=O)s1, C=O, CO, [K+], [OH-]. The product is CCCCCCN1NCN(c2nnc(S(C)=O)s2)C1=O. RXN SMILES: [CH2:1]([CH2:2][CH2:3][CH2:4][CH2:5][CH3:6])[N:7]([NH2:8])[C:9](=[O:10])[NH:11][c:12]1[s:13][c:14]([S:17](=[O:18])[CH3:19])[n:15][n:16]1.[CH2:20]=[O:21].[CH3:24][OH:25].[K+:23].[OH-:22]>>[CH2:1]([CH2:2][CH2:3][CH2:4][CH2:5][CH3:6])[N:7]1[NH:8][CH2:20][N:11]([c:12]2[s:13][c:14]([S:17](=[O:18])[CH3:19])[n:15][n:16]2)[C:9]1=[O:10]. The reactants are ice water, CC1=CC=2C(CCC(C2C=C1)(C)C)(C)C (2-methyl-5,6,7,8-tetrahydro-5,5,8,8-tetramethyl naphthalene), [N+](=O)(O)[O-] (nitric acid), C(C)(=O)O (acetic acid). Solvent: C(C)(=O)OC(C)=O (acetic anhydride), C(C)(=O)OC(C)=O (acetic anhydride). Conditions: temperature 0 celsius, time 1 hour. Yields the product CC1=CC=2C(CCC(C2C=C1[N+](=O)[O-])(C)C)(C)C (2-methyl-3-nitro-5,6,7,8-tetrahydro-5,5,8,8-tetramethyl naphthalene). Yield: 74.1%. RXN SMILES: [CH3:1][C:2]1[CH:11]=[CH:10][C:9]2[C:8]([CH3:13])([CH3:12])[CH2:7][CH2:6][C:5]([CH3:15])([CH3:14])[C:4]=2[CH:3]=1.[N+:16]([O-])([OH:18])=[O:17].C(O)(=O)C>C(OC(=O)C)(=O)C>[CH3:1][C:2]1[C:11]([N+:16]([O-:18])=[O:17])=[CH:10][C:9]2[C:8]([CH3:13])([CH3:12])[CH2:7][CH2:6][C:5]([CH3:15])([CH3:14])[C:4]=2[CH:3]=1. Procedure: 50 g (250 mmoles) of 2-methyl-5,6,7,8-tetrahydro-5,5,8,8-tetramethyl naphthalene are dissolved in 200 ml of acetic anhydride. The solution is cooled to 0° C. and there is slowly added a solution of 10.5 ml (250 mmoles) of nitric acid, 20 ml of acetic acid and 20 ml of acetic anhydride, while maintaining the temperature between 0° and 5° C. The reaction mixture is then stirred for 1 hour at ambient temperature, poured into ice water and filtered. The resulting solid is washed with water. The soli... The reactants are BrC=1C=CC2=C(NC=3C(S2)=CNC(C3C3=CC=C(C=C3)Cl)=O)C1 (7-bromo 4-(4-chlorophenyl)-5H-pyrido[3,4-b][1,4]benzothiazin-3(2H)-one), [OH-].[Na+] (sodium hydroxide), C=O (formaldehyde). The solvent is CN(C=O)C (dimethylformamide). Product: BrC=1C=CC2=C(NC=3C(S2)=CN(C(C3C3=CC=C(C=C3)Cl)=O)CO)C1 (7-bromo-4-(4-chlorophenyl)-2-(hydroxymethyl)-5H-pyrido[3,4-b][1,4]benzothiazin-3(2H)-one). Yield: 51.0%. As a reaction SMILES: [Br:1][C:2]1[CH:3]=[CH:4][C:5]2[S:10][C:9]3=[CH:11][NH:12][C:13](=[O:22])[C:14]([C:15]4[CH:20]=[CH:19][C:18]([Cl:21])=[CH:17][CH:16]=4)=[C:8]3[NH:7][C:6]=2[CH:23]=1.[OH-:24].[Na+].[CH2:26]=O>CN(C)C=O>[Br:1][C:2]1[CH:3]=[CH:4][C:5]2[S:10][C:9]3=[CH:11][N:12]([CH2:26][OH:24])[C:13](=[O:22])[C:14]([C:15]4[CH:20]=[CH:19][C:18]([Cl:21])=[CH:17][CH:16]=4)=[C:8]3[NH:7][C:6]=2[CH:23]=1 |f:1.2|. Procedure details: To 2.0 g. of 7-bromo 4-(4-chlorophenyl)-5H-pyrido[3,4-b][1,4]benzothiazin-3(2H)-one (4.9 mmol.) in 20 ml. dimethylformamide was added 12 ml. of a 5% sodium hydroxide solution (15.0 mmol.) and the resulting suspension was heated on a steam bath until a solution formed. To the solution was then added 20 ml. of a 36% formaldehyde solution (24.0 mmol.), and the resulting reaction mixture was heated until a yellow precipitate formed. The hot reaction mixture was filtered, and the precipitate was wash... Reactants: BrC=1C=CC(=C(CNCC)C1)I ((5-bromo-2-iodo-benzyl)-ethyl-amine), C1(CC1)C(=O)Cl (cyclopropanecarbonyl chloride). The product is BrC=1C=CC(=C(CN(C(=O)C2CC2)CC)C1)I (Cyclopropanecarboxylic acid (5-bromo-2-iodo-benzyl)-ethyl-amide). As a reaction SMILES: [Br:1][C:2]1[CH:3]=[CH:4][C:5]([I:12])=[C:6]([CH:11]=1)[CH2:7][NH:8][CH2:9][CH3:10].[CH:13]1([C:16](Cl)=[O:17])[CH2:15][CH2:14]1>>[Br:1][C:2]1[CH:3]=[CH:4][C:5]([I:12])=[C:6]([CH:11]=1)[CH2:7][N:8]([CH2:9][CH3:10])[C:16]([CH:13]1[CH2:15][CH2:14]1)=[O:17]. Procedure: Prepared according to the procedure described in Example 1, Step 6, using the following starting materials: (5-bromo-2-iodo-benzyl)-ethyl-amine and cyclopropanecarbonyl chloride. The reactants are ClCCl, Cn1cccc1Cl, CCOC(=O)Cc1cc(C)c(C(=O)Cl)n1C, Cl[Sn](Cl)(Cl)Cl, Cl. The product is CCOC(=O)Cc1cc(C)c(C(=O)c2ccc(Cl)n2C)n1C. RXN SMILES: [CH2:30]([Cl:31])[Cl:32].[CH3:1][n:2]1[c:3]([Cl:7])[cH:4][cH:5][cH:6]1.[CH3:8][n:9]1[c:10]([CH2:18][C:19](=[O:20])[O:21][CH2:22][CH3:23])[cH:11][c:12]([CH3:17])[c:13]1[C:14](=[O:15])[Cl:16].[Cl:24][Sn:25]([Cl:26])([Cl:27])[Cl:28].[ClH:29]>>[CH3:1][n:2]1[c:3]([Cl:7])[cH:4][cH:5][c:6]1[C:14]([c:13]1[n:9]([CH3:8])[c:10]([CH2:18][C:19](=[O:20])[O:21][CH2:22][CH3:23])[cH:11][c:12]1[CH3:17])=[O:15]. The reactants are C(C)(C)NC(C)C (diisopropylamine), C1(CCCCC1)C(=O)O (cyclohexylcarboxylic acid), C(C#C)Br (propargyl bromide), solution, C(CCC)[Li] (butyl-lithium). Solvent: O1CCCC1 (THF), CCCCCC (hexane), O1CCCC1 (tetrahydrofuran). Run at temperature -20 celsius. Product: C(C#C)C1(CCCCC1)C(=O)O (1-Propargyl-1-cyclohexyl-carboxylic acid). RXN SMILES: [CH2:1]([Li])[CH2:2][CH2:3]C.C(NC(C)C)(C)C.[CH:13]1([C:19]([OH:21])=[O:20])[CH2:18][CH2:17][CH2:16][CH2:15][CH2:14]1.C(Br)C#C>CCCCCC.O1CCCC1>[CH2:3]([C:13]1([C:19]([OH:21])=[O:20])[CH2:18][CH2:17][CH2:16][CH2:15][CH2:14]1)[C:2]#[CH:1]. Reported procedure: 300 cm3 of dry tetrahydrofuran (THF) and 267 cm3 of 1.47 M solution of butyl-lithium in hexane were introduced into a 1 liter three-necked flask, which was kept under a nitrogen atmosphere. 40 g of anhydrous diisopropylamine and then 25.6 g (0.2 mole) of cyclohexylcarboxylic acid, dissolved in 50 cm3 of THF, were added to the mixture, which had been cooled to -20° C. The mixture was heated at 60° C. for 2 hours. 23.6 g of propargyl bromide were then added to the solution which had been cooled to...